The task is: describe an organic reaction: reactants, conditions, products, and yield. This data is from the Open Reaction Database (ORD), a public repository of structured organic reaction records. Yields the product 3-( R ), C(C1=CC=CC=C1)N[C@H](C(=O)O)CC1=CC=C(C=C1)C ((S)-benzylamino-3-(p-tolyl)propionic acid). The reactants are O (water), C(C1=CC=CC=C1)NC(CC(=O)OC)C1=CC=C(C=C1)C (methyl (±)-3-benzylamino-3-(p-tolyl)propionate), C(O)([O-])=O.[Na+] (sodium hydrogen carbonate), C1(=CC=CC=C1)C (toluene). Reaction conditions: temperature 30 celsius, time 8.5 hour. Reported procedure: To 372 mL of water were added 37.20 g (0.13 mol) of methyl (±)-3-benzylamino-3-(p-tolyl)propionate and 11.03 g (0.13 mol) of sodium hydrogen carbonate, and the mixture was maintained at 30° C. To the resulting mixture was added 186 mg of lipase (CAL; available from Roche, CHIRAZYME L-2 (trade name)) originated from Candida antarctica at the same temperature, and the mixture was reacted at 30° C. while stirring. After 8.5 hours, at the time when the conversion rate of the starting materials reach... Reaction SMILES: O.[CH2:2]([NH:9][CH:10]([C:16]1[CH:21]=[CH:20][C:19](C)=[CH:18][CH:17]=1)CC(OC)=O)[C:3]1[CH:8]=[CH:7][CH:6]=[CH:5][CH:4]=1.[C:23](=[O:26])([O-])[OH:24].[Na+].[C:28]1(C)C=CC=C[CH:29]=1>>[CH2:10]([NH:9][C@@H:2]([CH2:3][C:8]1[CH:7]=[CH:6][C:5]([CH3:4])=[CH:29][CH:28]=1)[C:23]([OH:24])=[O:26])[C:16]1[CH:17]=[CH:18][CH:19]=[CH:20][CH:21]=1 |f:2.3|. Starting materials: ClC=1N=C(C2=C(N1)SC(=N2)CC(O)C2=CC=CC=C2)N2CCOCC2 (2-(5-chloro-7-morpholin-4-yl-thiazolo[5,4-d]pyrimidin-2-yl)-1-phenyl-ethanol), C1(=CC=C(C=C1)S(=O)(=O)O)C (p-toluenesulfonic acid). The solvent is C1(=CC=CC=C1)C (toluene). Conditions: temperature 120 celsius, time 24 hour. The product is ClC=1N=C(C2=C(N1)SC(=N2)C=CC2=CC=CC=C2)N2CCOCC2 (5-chloro-7-morpholin-4-yl-2-styryl-thiazolo[5,4-d]pyrimidine). Reaction SMILES: [Cl:1][C:2]1[N:3]=[C:4]([N:20]2[CH2:25][CH2:24][O:23][CH2:22][CH2:21]2)[C:5]2[N:10]=[C:9]([CH2:11][CH:12]([C:14]3[CH:19]=[CH:18][CH:17]=[CH:16][CH:15]=3)O)[S:8][C:6]=2[N:7]=1.C1(C)C=CC(S(O)(=O)=O)=CC=1>C1(C)C=CC=CC=1>[Cl:1][C:2]1[N:3]=[C:4]([N:20]2[CH2:21][CH2:22][O:23][CH2:24][CH2:25]2)[C:5]2[N:10]=[C:9]([CH:11]=[CH:12][C:14]3[CH:15]=[CH:16][CH:17]=[CH:18][CH:19]=3)[S:8][C:6]=2[N:7]=1. Reported procedure: To a suspension of 2-(5-chloro-7-morpholin-4-yl-thiazolo[5,4-d]pyrimidin-2-yl)-1-phenyl-ethanol (1.1 g, 2.9 mmol) in toluene (25 mL) was added p-toluenesulfonic acid (0.11 g, 0.58 mmol) and the resulting solution stirred at 120° C. for 24 h. The reaction mixture was concentrated in vacuo to give 5-chloro-7-morpholin-4-yl-2-styryl-thiazolo[5,4-d]pyrimidine as a crude yellow solid which was used without purification. To a suspension of 5-chloro-7-morpholin-4-yl-2-styryl-thiazolo[5,4-d]pyrimidine (... The reactants are CCO, CCOC(C)=O, O=Cc1ncc(C(F)(F)F)cc1Cl, Cl, NO, O, c1ccncc1. Product: ON=Cc1ncc(C(F)(F)F)cc1Cl. RXN SMILES: [CH3:23][CH2:24][OH:25].[CH3:26][CH2:27][O:28][C:29](=[O:30])[CH3:31].[Cl:1][c:2]1[c:3]([CH:12]=[O:13])[n:4][cH:5][c:6]([C:8]([F:9])([F:10])[F:11])[cH:7]1.[ClH:14].[NH2:15][OH:16].[OH2:32].[cH:17]1[cH:18][cH:19][n:20][cH:21][cH:22]1>>[Cl:1][c:2]1[c:3]([CH:12]=[N:15][OH:16])[n:4][cH:5][c:6]([C:8]([F:9])([F:10])[F:11])[cH:7]1. Reactants: [N-]=[N+]=[N-].[Na+] (sodium azide), C(C)OC(=O)[C@@]1([C@@H]2[C@H]1C[C@H]1OS(O[C@@]21C(=O)OCC)(=O)=O)F ((1R,1aR,1bS,4aR,5aR)-1-fluoro-3,3-dioxotetrahydro-2,4-dioxa-3λ6-thiacyclopropa[a]pentalene-1,1b-dicarboxylic acid diethyl ester). Solvent: O (water), CN(C=O)C (N,N-dimethylformamide). Conditions: time 34 hour. Yields the product C(C)OC(=O)[C@]1([C@@H]2[C@]([C@@H]2C[C@H]1O)(C(=O)OCC)F)N=[N+]=[N-] ((1R,2R,3R,5R,6R)-2-azido-6-fluoro-3-hydroxy-bicyclo[3.1.0]hexane-2,6-dicarboxylic acid diethyl ester). Isolated yield 91.2%. RXN SMILES: [N-:1]=[N+:2]=[N-:3].[Na+].[CH2:5]([O:7][C:8]([C@@:10]1([F:26])[C@@H:12]2[CH2:13][C@@H:14]3[C@:18]([C:19]([O:21][CH2:22][CH3:23])=[O:20])([C@H:11]12)OS(=O)(=O)[O:15]3)=[O:9])[CH3:6]>CN(C)C=O.O>[CH2:22]([O:21][C:19]([C@:18]1([N:1]=[N+:2]=[N-:3])[C@H:14]([OH:15])[CH2:13][C@@H:12]2[C@H:11]1[C@@:10]2([F:26])[C:8]([O:7][CH2:5][CH3:6])=[O:9])=[O:20])[CH3:23] |f:0.1|. Reported procedure: 37.7 g of sodium azide was added to 109 g of (1R,1aR,1bS,4aR,5aR)-1-fluoro-3,3-dioxotetrahydro-2,4-dioxa-3λ6-thiacyclopropa[a]pentalene-1,1b-dicarboxylic acid diethyl ester dissolved in 1.10 L of N,N-dimethylformamide and 110 mL of water, and the mixture was stirred for 14 hours at 50° C. The solvent was distilled off under reduced pressure, and after the residue was dissolved in 6.48 L of diethyl ether and 177 mL of water, 516 mL of 20% (V/V) sulfuric acid was added thereto, and the mixture was...